This data is from the Open Reaction Database (ORD), a public repository of structured organic reaction records. The task is: describe an organic reaction: reactants, conditions, products, and yield Reactants: C1CCOC1, CN(C)CCN(C)CCN(C)C, CI, CCCCCC, COc1ccccc1F, [Li]CCCC. Product: COc1cccc(C)c1F. As a reaction SMILES: [CH2:29]1[O:30][CH2:31][CH2:32][CH2:33]1.[CH3:15][N:16]([CH3:17])[CH2:18][CH2:19][N:20]([CH3:21])[CH2:22][CH2:23][N:24]([CH3:25])[CH3:26].[CH3:27][I:28].[CH3:34][CH2:35][CH2:36][CH2:37][CH2:38][CH3:39].[F:1][c:2]1[c:3]([O:8][CH3:9])[cH:4][cH:5][cH:6][cH:7]1.[Li:10][CH2:11][CH2:12][CH2:13][CH3:14]>>[F:1][c:2]1[c:3]([O:8][CH3:9])[cH:4][cH:5][cH:6][c:7]1[CH3:11]. The reactants are C(C)[C@@H]1N(C(C[C@@H]1O)=O)C1=CC(=C(C#N)C=C1)OC (4-[(2S,3S)-2-ethyl-3-hydroxy-5-oxopyrrolidin-1-yl]-2-methoxybenzonitrile), [Cl-].[NH4+] (ammonium chloride), C(C)(C)NC(C)C (diisopropylamine), IC (iodomethane). Solvent: O1CCCC1 (tetrahydrofuran), O1CCCC1 (tetrahydrofuran). Reaction conditions: time 1 hour. Product: C(C)[C@@H]1N(C([C@H]([C@@H]1O)C)=O)C1=CC(=C(C#N)C=C1)OC (4-[(2S,3S,4S)-2-ethyl-3-hydroxy-4-methyl-5-oxopyrrolidin-1-yl]-2-methoxybenzonitrile). The yield is 50.0%. As a reaction SMILES: [CH:1](NC(C)C)(C)C.[CH2:8]([C@H:10]1[C@@H:14]([OH:15])[CH2:13][C:12](=[O:16])[N:11]1[C:17]1[CH:24]=[CH:23][C:20]([C:21]#[N:22])=[C:19]([O:25][CH3:26])[CH:18]=1)[CH3:9].IC.[Cl-].[NH4+]>O1CCCC1>[CH2:8]([C@H:10]1[C@@H:14]([OH:15])[C@H:13]([CH3:1])[C:12](=[O:16])[N:11]1[C:17]1[CH:24]=[CH:23][C:20]([C:21]#[N:22])=[C:19]([O:25][CH3:26])[CH:18]=1)[CH3:9] |f:3.4|. Reported procedure: To a solution of diisopropylamine (0.291 mL) in tetrahydrofuran (8 mL) was added dropwise n-butyllithium-hexane solution (1.24 mL, 1.6 mol/L) at −78° C., the mixture was stirred for 1 hr, and a solution of 4-[(2S,3S)-2-ethyl-3-hydroxy-5-oxopyrrolidin-1-yl]-2-methoxybenzonitrile (206.5 mg) in tetrahydrofuran (6 mL) was added dropwise. The mixture was stirred at −78° C. for 30 min, iodomethane (0.247 mL) was added dropwise at −78C, and the mixture was stirred at 0° C. for 1 hr. Aqueous ammonium ch... Reaction conditions: temperature 0 celsius, time 4 hour. Procedure details: A stirred solution of Example 1A (3.48 g, 15.0 mmol) in CH2Cl2 (60 mL) at 0° C. was treated with pyridine (1.20 mL). The reaction mixture was treated dropwise with thionyl chloride (1.10 mL, 15.0 mmol), and the reaction flask was equipped with a calcium chloride drying tube. The reaction mixture was stirred at 0° C. for 4 hours, the cooling bath was removed, and the solution was stirred at ambient temperature for an additional 12 hours. Concentration of the reaction mixture provided a white soli... Yield: 63.6%. Starting materials: CC1=CC=C(C(=O)NC(C(F)(F)F)O)C=C1 (4-methyl-N-(2,2,2-trifluoro-1-hydroxyethyl)benzamide), N1=CC=CC=C1 (pyridine), S(=O)(Cl)Cl (thionyl chloride). RXN SMILES: [CH3:1][C:2]1[CH:16]=[CH:15][C:5]([C:6]([NH:8][CH:9](O)[C:10]([F:13])([F:12])[F:11])=[O:7])=[CH:4][CH:3]=1.N1C=CC=CC=1.S(Cl)([Cl:25])=O>C(Cl)Cl>[Cl:25][CH:9]([NH:8][C:6](=[O:7])[C:5]1[CH:15]=[CH:16][C:2]([CH3:1])=[CH:3][CH:4]=1)[C:10]([F:13])([F:12])[F:11]. Solvent: C(Cl)Cl (CH2Cl2). Yields the product ClC(C(F)(F)F)NC(C1=CC=C(C=C1)C)=O (N-(1-chloro-2,2,2-trifluoroethyl)-4-methylbenzamide). Starting materials: COCOC=1C=C(C=C)C=CC1OCOC (3,4-di(methoxymethoxy)styrene), BrC1=CC=C(C=C1)S(=O)(=O)N1CCOCC1 (N-(4 -bromobenzenesulfonyl)morpholine), C(=O)([O-])[O-].[K+].[K+] (K2CO3), [Li+].[Cl-] (LiCl). Reagents/catalysts: [N+](CCCC)(CCCC)(CCCC)CCCC.[Br-] ((n-Bu)4NBr), CC(=O)[O-].CC(=O)[O-].[Pd+2] (Pd(OAc)2). Solvent: CN(C)C=O (DMF), C(Cl)Cl (CH2Cl2). Run at temperature 85 celsius. Yields the product COCOC=1C=C(C=CC1OCOC)/C=C/C1=CC=C(C=C1)S(=O)(=O)N1CCOCC1 (N-{4-[2-(3,4-di(methoxymethoxy)phenyl)-trans-vinyl]benzenesulfonyl}morpholine). Isolated yield 83.1%. Reaction SMILES: Br[C:2]1[CH:7]=[CH:6][C:5]([S:8]([N:11]2[CH2:16][CH2:15][O:14][CH2:13][CH2:12]2)(=[O:10])=[O:9])=[CH:4][CH:3]=1.C([O-])([O-])=O.[K+].[K+].[Li+].[Cl-].[CH3:25][O:26][CH2:27][O:28][C:29]1[CH:30]=[C:31]([CH:34]=[CH:35][C:36]=1[O:37][CH2:38][O:39][CH3:40])[CH:32]=[CH2:33]>[N+](CCCC)(CCCC)(CCCC)CCCC.[Br-].C(Cl)Cl.CC([O-])=O.CC([O-])=O.[Pd+2].CN(C=O)C>[CH3:25][O:26][CH2:27][O:28][C:29]1[CH:30]=[C:31](/[CH:32]=[CH:33]/[C:2]2[CH:7]=[CH:6][C:5]([S:8]([N:11]3[CH2:16][CH2:15][O:14][CH2:13][CH2:12]3)(=[O:10])=[O:9])=[CH:4][CH:3]=2)[CH:34]=[CH:35][C:36]=1[O:37][CH2:38][O:39][CH3:40] |f:1.2.3,4.5,7.8,10.11.12|. Reported procedure: N-(4 -bromobenzenesulfonyl)morpholine (1.0 g, 3.266 mmol) was mixed with (n-Bu)4NBr (TBAB, 1.05 g, 3.266 mmol), K2CO3 (0.451 g, 3.266 mmol) and LiCl (0.1384 g, 3.266 mmol under argon atmosphere. Then dry DMF (25 mL) and 3,4-di(methoxymethoxy)styrene (0.7324 g, 3.226 mmol) were added, followed by the catalyst Pd(OAc)2 (73 mg, 0.3266 mmol). The mixture was heated between 80-90° C. under argon atmosphere for 24 hours. After removal of the DMF solvent, the residue obtained was loaded to a silica gel...